Dataset: the Open Reaction Database (ORD), a public repository of structured organic reaction records. Task: describe an organic reaction: reactants, conditions, products, and yield Reactants: ClC1=NC(=CC(=C1)COC)C(F)(F)F (2-Chloro-4-(methoxymethyl)-6-(trifluoromethyl)pyridine), CN1C(CCC1)=O (N-methylpyrrolidinone). The reagents and catalysts are C=1C=CC(=CC1)[P](C=2C=CC=CC2)(C=3C=CC=CC3)[Pd]([P](C=4C=CC=CC4)(C=5C=CC=CC5)C=6C=CC=CC6)([P](C=7C=CC=CC7)(C=8C=CC=CC8)C=9C=CC=CC9)[P](C=1C=CC=CC1)(C=1C=CC=CC1)C=1C=CC=CC1 (Tetrakis(triphenylphosphine)palladium(0)), [C-]#N.[Zn+2].[C-]#N (zinc cyanide). Reaction conditions: temperature 140 celsius. The product is COCC1=CC(=NC(=C1)C(F)(F)F)C#N (4-(Methoxymethyl)-6-(trifluoromethyl)pyridine-2-carbonitrile). As a reaction SMILES: Cl[C:2]1[CH:7]=[C:6]([CH2:8][O:9][CH3:10])[CH:5]=[C:4]([C:11]([F:14])([F:13])[F:12])[N:3]=1.[CH3:15][N:16]1CCCC1=O>[C-]#N.[Zn+2].[C-]#N.C1C=CC([P]([Pd]([P](C2C=CC=CC=2)(C2C=CC=CC=2)C2C=CC=CC=2)([P](C2C=CC=CC=2)(C2C=CC=CC=2)C2C=CC=CC=2)[P](C2C=CC=CC=2)(C2C=CC=CC=2)C2C=CC=CC=2)(C2C=CC=CC=2)C2C=CC=CC=2)=CC=1>[CH3:10][O:9][CH2:8][C:6]1[CH:5]=[C:4]([C:11]([F:14])([F:13])[F:12])[N:3]=[C:2]([C:15]#[N:16])[CH:7]=1 |f:2.3.4,^1:30,32,51,70|. Procedure details: A solution of 2-chloro-4-(methoxymethyl)-6-(trifluoromethyl)pyridine (0.5 g, 2 mmol, from Step B) and zinc cyanide (1.56 g, 13.3 mmol) in N-methylpyrrolidinone (8 mL) was degassed by bubbling a stream of nitrogen through the solution for 10 minutes. Tetrakis(triphenylphosphine)palladium(0) (0.51 g, 0.44 mmol) was added and the mixture was degassed similarly for 5 minutes. The reaction vial was sealed and heated in the microwave to 140° C. for 10 minutes. The reaction mixture was partitioned betw... The reactants are NC1=C(C(=O)N[C@H](C(=O)OC)CC2CCCCC2)C=CC=C1 ((S)-methyl 2-(2-aminobenzamido)-3-cyclohexylpropanoate), CN1CCCC1=O (NMP), Cl (HCl). Solvent: O1CCOCC1 (dioxane), O (water). Reaction conditions: temperature 100 celsius, time 4 hour. Product: C1(CCCCC1)C[C@@H](C(=O)OC)N1C=NC2=CC=CC=C2C1=O ((S)-methyl 3-cyclohexyl-2-(4-oxoquinazolin-3(4H)-yl)propanoate). As a reaction SMILES: [NH2:1][C:2]1[CH:22]=[CH:21][CH:20]=[CH:19][C:3]=1[C:4]([NH:6][C@@H:7]([CH2:12][CH:13]1[CH2:18][CH2:17][CH2:16][CH2:15][CH2:14]1)[C:8]([O:10][CH3:11])=[O:9])=[O:5].Cl.[CH3:24]N1C(=O)CCC1>O1CCOCC1.O>[CH:13]1([CH2:12][C@H:7]([N:6]2[C:4](=[O:5])[C:3]3[C:2](=[CH:22][CH:21]=[CH:20][CH:19]=3)[N:1]=[CH:24]2)[C:8]([O:10][CH3:11])=[O:9])[CH2:14][CH2:15][CH2:16][CH2:17][CH2:18]1. Procedure details: To a solution of Compound 22 (1 g, 3.29 mmol) in 15 mL of NMP was added triethoxyorthformate (9.87 mmol), followed by 0.5 mL of 4M HCl in dioxane. The mixture was heated to 100° C. overnight, and then diluted with water and extracted with EtOAc. After removing the solvent, the residue was dissolved in MeOH and 7.9 mL of 2 M LiOH was added. The mixture was stirred for 4 hours and acidified with con. HCl to pH=4-5. The mixture was extracted with EtOAc and dried over MgSO4. Removing the solvent gav... Procedure: The compound is synthesised by lithium aluminium hydride reduction in THF of 3β-hydroxy-4,4-dimethyl-5α-chola-8,14-dien-24-oic acid-N,N-dimethyl amide. 1H-NMR (CDCl3, 400 MHz): δ=5.35 (1H, s); 3.23 (1H, m); 2.85 (2H, m); 2.72 (6H, s). The product is CC1([C@@H]2CCC=3C4=CC[C@H]([C@@H](CCCN(C)C)C)[C@]4(CCC3[C@]2(CC[C@@H]1O)C)C)C (4,4-Dimethyl-24-dimethylamino-5α-chola-8,14-dien-3β-ol). Run in C1CCOC1 (THF). Reaction SMILES: [H-].[Al+3].[Li+].[H-].[H-].[H-].[CH3:7][N:8]([CH3:37])[C:9](=O)[CH2:10][CH2:11][C@H:12]([C@@H:14]1[C@:31]2([CH3:32])[C:17]([C:18]3[CH2:19][CH2:20][C@@H:21]4[C@:26]([C:28]=3[CH2:29][CH2:30]2)([CH3:27])[CH2:25][CH2:24][C@H:23]([OH:33])[C:22]4([CH3:35])[CH3:34])=[CH:16][CH2:15]1)[CH3:13]>C1COCC1>[CH3:35][C:22]1([CH3:34])[C@@H:23]([OH:33])[CH2:24][CH2:25][C@@:26]2([CH3:27])[C@H:21]1[CH2:20][CH2:19][C:18]1[C:17]3[C@:31]([CH3:32])([CH2:30][CH2:29][C:28]=12)[C@@H:14]([C@H:12]([CH3:13])[CH2:11][CH2:10][CH2:9][N:8]([CH3:37])[CH3:7])[CH2:15][CH:16]=3 |f:0.1.2.3.4.5|. Starting materials: [H-].[Al+3].[Li+].[H-].[H-].[H-] (lithium aluminium hydride), CN(C(CC[C@@H](C)[C@H]1CC=C2C=3CC[C@H]4C([C@H](CC[C@]4(C)C3CC[C@]12C)O)(C)C)=O)C (3β-hydroxy-4,4-dimethyl-5α-chola-8,14-dien-24-oic acid-N,N-dimethyl amide). The reactants are ClC1=CC=C(C=C1)CC1(C(C1)(Br)Br)Br (2-(4-chlorophenylmethyl)-1,1,2-tribromocyclopropane), C[Li] (methyl lithium), O (water). Solvent: C(C)OCC (diethyl ether), C(C)OCC (diethyl ether). Reaction conditions: time 15 minute. Product: ClC1=CC=C(C=C1)CC1=CC1 (1-(4-chlorophenylmethyl)-cyclopropene). The yield is 87.6%. Reaction SMILES: [Cl:1][C:2]1[CH:7]=[CH:6][C:5]([CH2:8][C:9]2(Br)[CH2:11][C:10]2(Br)Br)=[CH:4][CH:3]=1.C[Li].O>C(OCC)C>[Cl:1][C:2]1[CH:7]=[CH:6][C:5]([CH2:8][C:9]2[CH2:10][CH:11]=2)=[CH:4][CH:3]=1. Reported procedure: A solution of 1.20 g (0.00298 mol) of 2-(4-chlorophenylmethyl)-1,1,2-tribromocyclopropane in 6 ml of diethyl ether was placed under a nitrogen atmosphere via use of a Firestone valve. While cooling in an ice water bath, 6.38 ml (0.00893 mol) of 1.4M methyl lithium in diethyl ether was added slowly by syringe. After 15 minutes, 2 ml of water was added via syringe. The resulting mixture was transferred to a separatory funnel and the phases were separated. The organic layer was dried over MgSO4 and... Reactants: [Sn](Br)Br (tin(II) bromide), C(C)(=O)CC(C)=O (acetylacetone), C(C)(=O)Cl (acetyl chloride). The solvent is C(C)OCC (diethyl ether). Yields the product CC(=CC(C)=O)[Sn](Cl)(Br)Br (1-methylbut-1-en-3-onyltin dibromide chloride). The yield is 95.5%. Reaction SMILES: [Sn:1]([Br:3])[Br:2].[C:4]([CH2:7][C:8](=[O:10])[CH3:9])(=O)[CH3:5].C([Cl:14])(=O)C>C(OCC)C>[CH3:5][C:4]([Sn:1]([Br:3])([Br:2])[Cl:14])=[CH:7][C:8](=[O:10])[CH3:9]. Reported procedure: The procedure was analogous to Example 6. 26.6 g (0.096 mol) of tin(II) bromide and 9.6 g (0.096 mol) of acetylacetone were reacted with 7.6 g (0.096 mol) of acetyl chloride in 200 ml of diethyl ether and the reaction solution was concentrated to give 36.4 g (96% of theory) of 1-methylbut-1-en-3-onyltin dibromide chloride (Br2 ClSn--C(CH3)=CH--CO--CH3) melting at 112°-115° C. The reactants are ClC1=C(SC=C1)C(=O)N1CCC(CC1)N1CCC(CC1)N1C(NC2=C1C=CC=C2)=O (1-[1-[1-(3-Chloro-2-thenoyl)piperidin-4-yl]piperidin-4-yl]-1,3-dihydro-2H-benzimidazol-2-one), [H-].[Al+3].[Li+].[H-].[H-].[H-] (lithium aluminum hydride). Run in C1CCOC1 (THF). Run at temperature 0 celsius, time 2 hour. Product: ClC1=C(SC=C1)CN1CCC(CC1)N1CCC(CC1)N1C(NC2=C1C=CC=C2)=O (1-[1-[1-[(3-Chloro-2-thienyl)methyl]piperidin-4-yl]piperidin-4-yl]-1,3-dihydro-2H-benzimidazol-2-one). The yield is 38.2%. As a reaction SMILES: [Cl:1][C:2]1[CH:6]=[CH:5][S:4][C:3]=1[C:7]([N:9]1[CH2:14][CH2:13][CH:12]([N:15]2[CH2:20][CH2:19][CH:18]([N:21]3[C:25]4[CH:26]=[CH:27][CH:28]=[CH:29][C:24]=4[NH:23][C:22]3=[O:30])[CH2:17][CH2:16]2)[CH2:11][CH2:10]1)=O.[H-].[Al+3].[Li+].[H-].[H-].[H-]>C1COCC1>[Cl:1][C:2]1[CH:6]=[CH:5][S:4][C:3]=1[CH2:7][N:9]1[CH2:14][CH2:13][CH:12]([N:15]2[CH2:20][CH2:19][CH:18]([N:21]3[C:25]4[CH:26]=[CH:27][CH:28]=[CH:29][C:24]=4[NH:23][C:22]3=[O:30])[CH2:17][CH2:16]2)[CH2:11][CH2:10]1 |f:1.2.3.4.5.6|. Procedure details: A suspension of 29.7 mg of 1-[1-[1-(3-Chloro-2-thenoyl)piperidin-4-yl]piperidin-4-yl]-1,3-dihydro-2H-benzimidazol-2-one and 7 mg of lithium aluminum hydride in 1 ml of THF was stirred at 0° C. for 2 h and then quenched with Na2SO4—10H2O. The mixture was stirred overnight and the insoluble material was removed by filtration. The filtrate was concentrated and purified with PTLC (CHCl3/MeOH/28% aqueous NH3=120/10/1) to give 11.0 mg of the target compound as a colorless solid.